The task is: describe an organic reaction: reactants, conditions, products, and yield. This data is from the Open Reaction Database (ORD), a public repository of structured organic reaction records. The reactants are COCCOC, [Na+], [Na+], O=C([O-])[O-], OB(O)c1ccccc1, c1ccc(P(c2ccccc2)(c2ccccc2)[Pd](P(c2ccccc2)(c2ccccc2)c2ccccc2)(P(c2ccccc2)(c2ccccc2)c2ccccc2)P(c2ccccc2)(c2ccccc2)c2ccccc2)cc1, Brc1cncc(-c2nc(-c3ccccn3)no2)c1. Product: c1ccc(-c2cncc(-c3nc(-c4ccccn4)no3)c2)cc1. Reaction SMILES: [CH3:111][O:112][CH2:113][CH2:114][O:115][CH3:116].[Na+:28].[Na+:29].[O-:30][C:31](=[O:32])[O-:33].[OH:19][B:20]([OH:21])[c:22]1[cH:23][cH:24][cH:25][cH:26][cH:27]1.[cH:34]1[cH:35][cH:36][c:37]([P:38]([Pd:39]([P:40]([c:41]2[cH:42][cH:43][cH:44][cH:45][cH:46]2)([c:47]2[cH:48][cH:49][cH:50][cH:51][cH:52]2)[c:53]2[cH:54][cH:55][cH:56][cH:57][cH:58]2)([P:59]([c:60]2[cH:61][cH:62][cH:63][cH:64][cH:65]2)([c:66]2[cH:67][cH:68][cH:69][cH:70][cH:71]2)[c:72]2[cH:73][cH:74][cH:75][cH:76][cH:77]2)[P:78]([c:79]2[cH:80][cH:81][cH:82][cH:83][cH:84]2)([c:85]2[cH:86][cH:87][cH:88][cH:89][cH:90]2)[c:91]2[cH:92][cH:93][cH:94][cH:95][cH:96]2)([c:97]2[cH:98][cH:99][cH:100][cH:101][cH:102]2)[c:103]2[cH:104][cH:105][cH:106][cH:107][cH:108]2)[cH:109][cH:110]1.[n:1]1[c:2](-[c:7]2[n:8][o:9][c:10](-[c:12]3[cH:13][n:14][cH:15][c:16]([Br:18])[cH:17]3)[n:11]2)[cH:3][cH:4][cH:5][cH:6]1>>[n:1]1[c:2](-[c:7]2[n:8][o:9][c:10](-[c:12]3[cH:13][n:14][cH:15][c:16](-[c:22]4[cH:23][cH:24][cH:25][cH:26][cH:27]4)[cH:17]3)[n:11]2)[cH:3][cH:4][cH:5][cH:6]1.